Task: describe an organic reaction: reactants, conditions, products, and yield. Dataset: the Open Reaction Database (ORD), a public repository of structured organic reaction records Reactants: Cl, OC1(c2ccccc2)CCN(Cc2cncc(-c3ccc(F)cc3)c2)CC1. The product is Fc1ccc(-c2cncc(CN3CC=C(c4ccccc4)CC3)c2)cc1. Reaction SMILES: [ClH:28].[OH:1][C:2]1([c:22]2[cH:23][cH:24][cH:25][cH:26][cH:27]2)[CH2:3][CH2:4][N:5]([CH2:8][c:9]2[cH:10][n:11][cH:12][c:13](-[c:15]3[cH:16][cH:17][c:18]([F:21])[cH:19][cH:20]3)[cH:14]2)[CH2:6][CH2:7]1>>[C:2]1([c:22]2[cH:23][cH:24][cH:25][cH:26][cH:27]2)=[CH:3][CH2:4][N:5]([CH2:8][c:9]2[cH:10][n:11][cH:12][c:13](-[c:15]3[cH:16][cH:17][c:18]([F:21])[cH:19][cH:20]3)[cH:14]2)[CH2:6][CH2:7]1.